From a dataset of the Open Reaction Database (ORD), a public repository of structured organic reaction records. describe an organic reaction: reactants, conditions, products, and yield RXN SMILES: [CH3:1][c:2]1[c:3]([CH2:12][C:13]#[N:14])[c:4]2[cH:5][cH:6][cH:7][cH:8][c:9]2[cH:10][cH:11]1.[OH2:20].[S:15]([OH:16])(=[O:17])(=[O:18])[OH:19]>>[CH3:1][c:2]1[c:3]([CH2:12][C:13]([OH:16])=[O:20])[c:4]2[cH:5][cH:6][cH:7][cH:8][c:9]2[cH:10][cH:11]1. Yields the product Cc1ccc2ccccc2c1CC(=O)O. The reactants are Cc1ccc2ccccc2c1CC#N, O, O=S(=O)(O)O. Reactants: O=C(n1ccnc1)n1ccnc1, CCOC(=O)CC(=O)O, CN(C)C=O, CCOCC, [Cl-], [Cl-], Cl, [K], [Mg+2], O=C(O)c1ccnnc1. The product is CC(=O)c1ccnnc1. RXN SMILES: [C:23]([n:24]1[cH:25][cH:26][n:27][cH:28]1)([n:29]1[cH:30][cH:31][n:32][cH:33]1)=[O:34].[CH2:2]([O:3][C:4](=[O:5])[CH2:6][C:7]([OH:8])=[O:9])[CH3:10].[CH3:36][N:37]([CH3:38])[CH:39]=[O:40].[CH3:41][CH2:42][O:43][CH2:44][CH3:45].[Cl-:11].[Cl-:13].[ClH:35].[K:1].[Mg+2:12].[n:14]1[n:15][cH:16][c:17]([C:20](=[O:21])[OH:22])[cH:18][cH:19]1>>[CH3:2][C:20]([c:17]1[cH:16][n:15][n:14][cH:19][cH:18]1)=[O:22]. Reactants: CN(CCCC(CCC(CCCN(C)C)=O)=O)C (1,10-bis(dimethylamino)-4,7-decanedione), [BH4-].[Na+] (sodium borohydride), CC(=O)C (acetone). Run in CO (methanol). The product is CN(CCCC(CCC(CCCN(C)C)O)O)C (1,10-Bis(dimethylamino)-4,7-decanediol). Yield: 81.9%. Reaction SMILES: [CH3:1][N:2]([CH3:18])[CH2:3][CH2:4][CH2:5][C:6](=[O:17])[CH2:7][CH2:8][C:9](=[O:16])[CH2:10][CH2:11][CH2:12][N:13]([CH3:15])[CH3:14].[BH4-].[Na+].CC(C)=O>CO>[CH3:15][N:13]([CH3:14])[CH2:12][CH2:11][CH2:10][CH:9]([OH:16])[CH2:8][CH2:7][CH:6]([OH:17])[CH2:5][CH2:4][CH2:3][N:2]([CH3:1])[CH3:18] |f:1.2|. Procedure details: To a solution of 95 mg of 1,10-bis(dimethylamino)-4,7-decanedione in 3 ml of methanol was added 36 mg of sodium borohydride with ice-cooling, and the mixture was stirred for an hour, and after adding 5 ml of acetone, concentrated under a reduced pressure. After adding chloroform, the mixture was again concentrated under reduced pressure. After adding 5 ml of chloroform, the mixture was filtered to remove insoluble matter, concentrated under a reduced pressure, and further dried under a reduced p...